Dataset: the Open Reaction Database (ORD), a public repository of structured organic reaction records. Task: describe an organic reaction: reactants, conditions, products, and yield Starting materials: C(C1=CC=CC=C1)OC(=O)NC1=CN=C(N(C1=O)CC(=O)O)C1=CC=CC=C1 ((5-benzyloxycarbonylamino-6-oxo-2-phenyl-1,6-dihydro-1-pyrimidinyl)acetic acid), NC(C(C(F)(F)F)O)CC1=CC=CC=C1 (3-amino-1,1,1-trifluoro-4-phenyl-2-butanol), CCN=C=NCCCN(C)C.Cl (WSCI hydrochloride), C=1C=CC2=C(C1)N=NN2O (HOBT). The solvent is CN(C)C=O (DMF). The product is C(C1=CC=CC=C1)OC(=O)NC1=CN=C(N(C1=O)CC(=O)NC(C(C(F)(F)F)=O)CC1=CC=CC=C1)C1=CC=CC=C1 (2-(5-benzyloxycarbonylamino-6-oxo-2-phenyl-1,6-dihydro-1-pyrimidyl)-N-(1-benzyl-3,3,3-trifluoro-2-oxopropyl)acetamide). As a reaction SMILES: [CH2:1]([O:8][C:9]([NH:11][C:12]1[C:17](=[O:18])[N:16]([CH2:19][C:20](O)=[O:21])[C:15]([C:23]2[CH:28]=[CH:27][CH:26]=[CH:25][CH:24]=2)=[N:14][CH:13]=1)=[O:10])[C:2]1[CH:7]=[CH:6][CH:5]=[CH:4][CH:3]=1.[NH2:29][CH:30]([CH2:37][C:38]1[CH:43]=[CH:42][CH:41]=[CH:40][CH:39]=1)[CH:31]([OH:36])[C:32]([F:35])([F:34])[F:33].CCN=C=NCCCN(C)C.Cl.C1C=CC2N(O)N=NC=2C=1>CN(C=O)C>[CH2:1]([O:8][C:9]([NH:11][C:12]1[C:17](=[O:18])[N:16]([CH2:19][C:20]([NH:29][CH:30]([CH2:37][C:38]2[CH:43]=[CH:42][CH:41]=[CH:40][CH:39]=2)[C:31](=[O:36])[C:32]([F:33])([F:34])[F:35])=[O:21])[C:15]([C:23]2[CH:28]=[CH:27][CH:26]=[CH:25][CH:24]=2)=[N:14][CH:13]=1)=[O:10])[C:2]1[CH:3]=[CH:4][CH:5]=[CH:6][CH:7]=1 |f:2.3|. Procedure details: To a solution of (5-benzyloxycarbonylamino-6-oxo-2-phenyl-1,6-dihydro-1-pyrimidinyl)acetic acid (title compound in Reference Example 2, 8.57 g, 22.6 mmol) and 3-amino-1,1,1-trifluoro-4-phenyl-2-butanol (title compound in Reference Example 1, 5.91 g, 27.2 mmol) in DMF (75 mL) were added WSCI hydrochloride (5.20 g, 27.2 mmol) and HOBT (6.10 g, 45.1 mmol). The resulting mixture was stirred at room temperature for 16 h, poured into 0.5N hydrochloric acid (500 mL), and then extracted with ethyl aceta... The reactants are CN(C)CCOc1ccc(Nc2cc(Br)cn(C)c2=O)nc1, CC(=O)OCc1c(B2OC(C)(C)C(C)(C)O2)cc(F)cc1N1CCc2c(sc3c2CC(C)(C)C3)C1=O, CC(=O)[O-], CC#N, [K+], [K+], [K+], [Na+], O, O=P([O-])([O-])[O-]. The product is CC(=O)OCc1c(-c2cc(Nc3ccc(OCCN(C)C)cn3)c(=O)n(C)c2)cc(F)cc1N1CCc2c(sc3c2CC(C)(C)C3)C1=O. RXN SMILES: [Br:1][c:2]1[cH:3][c:4]([NH:10][c:11]2[n:12][cH:13][c:14]([O:17][CH2:18][CH2:19][N:20]([CH3:21])[CH3:22])[cH:15][cH:16]2)[c:5](=[O:9])[n:6]([CH3:8])[cH:7]1.[C:23]([CH3:24])(=[O:25])[O:26][CH2:27][c:28]1[c:29]([N:44]2[C:45](=[O:58])[c:46]3[s:47][c:48]4[c:52]([c:53]3[CH2:54][CH2:55]2)[CH2:51][C:50]([CH3:56])([CH3:57])[CH2:49]4)[cH:30][c:31]([F:43])[cH:32][c:33]1[B:34]1[O:35][C:36]([CH3:37])([CH3:38])[C:39]([CH3:40])([CH3:41])[O:42]1.[C:67]([O-:68])(=[O:69])[CH3:70].[CH3:72][C:73]#[N:74].[K+:64].[K+:65].[K+:66].[Na+:71].[OH2:75].[P:59]([O-:60])([O-:61])([O-:62])=[O:63]>>[c:2]1(-[c:33]2[c:28]([CH2:27][O:26][C:23]([CH3:24])=[O:25])[c:29]([N:44]3[C:45](=[O:58])[c:46]4[s:47][c:48]5[c:52]([c:53]4[CH2:54][CH2:55]3)[CH2:51][C:50]([CH3:56])([CH3:57])[CH2:49]5)[cH:30][c:31]([F:43])[cH:32]2)[cH:3][c:4]([NH:10][c:11]2[n:12][cH:13][c:14]([O:17][CH2:18][CH2:19][N:20]([CH3:21])[CH3:22])[cH:15][cH:16]2)[c:5](=[O:9])[n:6]([CH3:8])[cH:7]1.